From a dataset of the Open Reaction Database (ORD), a public repository of structured organic reaction records. describe an organic reaction: reactants, conditions, products, and yield The reactants are COC=1C=C(C=CC1OC)CC(C)N (3-(3,4-dimethoxyphenyl)-2-propylamine), C1C(O1)CO (glycidol). The solvent is C(C)(C)O (isopropanol), C(C)(C)O (isopropanol). Conditions: temperature 50 celsius, time 0.5 hour. Product: N (NH3), COC=1C=C(C=CC1OC)CC(C)NCC(CO)O (3-[3-(3,4-Dimethoxyphenyl)-2-propylamino]-1,2-propanediol). As a reaction SMILES: [CH3:1][O:2][C:3]1[CH:4]=[C:5]([CH2:11][CH:12]([NH2:14])[CH3:13])[CH:6]=[CH:7][C:8]=1[O:9][CH3:10].[CH2:15]1[O:17][CH:16]1[CH2:18][OH:19]>C(O)(C)C>[NH3:14].[CH3:1][O:2][C:3]1[CH:4]=[C:5]([CH2:11][CH:12]([NH:14][CH2:15][CH:16]([OH:17])[CH2:18][OH:19])[CH3:13])[CH:6]=[CH:7][C:8]=1[O:9][CH3:10]. Reported procedure: A solution of 3-(3,4-dimethoxyphenyl)-2-propylamine (20.0 g., 0.10 m.) in isopropanol (20 ml.) is heated to 50° C. while a solution of glycidol (5.0 g., 0.067 m.) in isopropanol (5 ml.) is added over 15 minutes. The mixture is stirred at 50° C. for 0.5 hours and then at 70° C. for 16 hours. The solvent is concentrated under reduced pressure and the residue is chromatographed on silica gel, eluting with 10% MeOH--CHCl3 saturated with NH3 to yield (I) weighing 14.37 g. (80%).